describe an organic reaction: reactants, conditions, products, and yield From a dataset of the Open Reaction Database (ORD), a public repository of structured organic reaction records. Starting materials: C(C)OC(=O)C1=C(SC=C1C1=CC=CC=C1)N (2-Amino-4-phenyl-thiophene-3-carboxylic acid ethyl ester), [O-]C#N.[K+] (Potassium Cyanate), C(C)(=O)O (acetic acid). Run in O (water). Run at time 18 hour. The product is C1(=CC=CC=C1)C1=CSC=2NC(NC(C21)=O)=O (5-Phenyl-1H-thieno[2,3-d]pyrimidine-2,4-dione). Reaction SMILES: C(O[C:4]([C:6]1[C:10]([C:11]2[CH:16]=[CH:15][CH:14]=[CH:13][CH:12]=2)=[CH:9][S:8][C:7]=1[NH2:17])=[O:5])C.[O-:18][C:19]#[N:20].[K+].C(O)(=O)C>O>[C:11]1([C:10]2[C:6]3[C:4](=[O:5])[NH:20][C:19](=[O:18])[NH:17][C:7]=3[S:8][CH:9]=2)[CH:12]=[CH:13][CH:14]=[CH:15][CH:16]=1 |f:1.2|. Procedure: 2-Amino-4-phenyl-thiophene-3-carboxylic acid ethyl ester (2.0 g, 8.1 mmol), and Potassium Cyanate (Aldrich, 2.0 g, 24.3 mmol) were added to glacial acetic acid (VWR, 20 ml) and stirred at ambient temperature for 18 h. The reaction was diluted with water (50 ml) and the resultant precipitate filtered, washed with water and dried to a damp cake. The solid was suspended in water (100 ml) and made alkaline to pH 12-14 by the addition of concentrated sodium hydroxide. The resultant suspension was hea... Starting materials: O=C(Nc1ccc(CO)cc1)c1cc(N(CC2CC2)C2CCCCC2)ncn1, ClCCl, O=[Mn]=O. Yields the product O=Cc1ccc(NC(=O)c2cc(N(CC3CC3)C3CCCCC3)ncn2)cc1. Reaction SMILES: [CH:1]1([N:7]([c:8]2[cH:9][c:10]([C:14](=[O:15])[NH:16][c:17]3[cH:18][cH:19][c:20]([CH2:23][OH:24])[cH:21][cH:22]3)[n:11][cH:12][n:13]2)[CH2:25][CH:26]2[CH2:27][CH2:28]2)[CH2:2][CH2:3][CH2:4][CH2:5][CH2:6]1.[Cl:29][CH2:30][Cl:31].[O:32]=[Mn:33]=[O:34]>>[CH:1]1([N:7]([c:8]2[cH:9][c:10]([C:14](=[O:15])[NH:16][c:17]3[cH:18][cH:19][c:20]([CH:23]=[O:24])[cH:21][cH:22]3)[n:11][cH:12][n:13]2)[CH2:25][CH:26]2[CH2:27][CH2:28]2)[CH2:2][CH2:3][CH2:4][CH2:5][CH2:6]1. Starting materials: FC=1C=C(C=2C(C(C(N(C2C1)O)C1=CC=C(C=C1)F)C1=NC=NN1C)=O)C(=O)OC (Methyl 7-fluoro-2-(4-fluorophenyl)-1-hydroxy-3-(1-methyl-1H-1,2,4-triazol-5-yl)-4-oxo-1,2,3,4-tetrahydroquinoline-5-carboxylate), FC=1C=C(C=2C(C(C(N(C2C1)O)C1=CC=C(C=C1)F)C1=NC=NN1C)=O)C(=O)OC (Methyl 7-fluoro-2-(4-fluorophenyl)-1-hydroxy-3-(1-methyl-1H-1,2,4-triazol-5-yl)-4-oxo-1,2,3,4-tetrahydroquinoline-5-carboxylate), Cl (HCl). Reagents/catalysts: [Fe] (Fe). The solvent is CO (methanol). The product is FC=1C=C(C=2C(C(C(NC2C1)C1=CC=C(C=C1)F)C1=NC=NN1C)=O)C(=O)OC (Methyl 7-fluoro-2-(4-fluorophenyl)-3-(1-methyl-1H-1,2,4-triazol-5-yl)-4-oxo-1,2,3,4-tetrahydroquinoline-5-carboxylate). Yield: 30.1%. RXN SMILES: [F:1][C:2]1[CH:3]=[C:4]([C:27]([O:29][CH3:30])=[O:28])[C:5]2[C:6](=[O:26])[CH:7]([C:20]3[N:24]([CH3:25])[N:23]=[CH:22][N:21]=3)[CH:8]([C:13]3[CH:18]=[CH:17][C:16]([F:19])=[CH:15][CH:14]=3)[N:9](O)[C:10]=2[CH:11]=1.Cl>CO.[Fe]>[F:1][C:2]1[CH:3]=[C:4]([C:27]([O:29][CH3:30])=[O:28])[C:5]2[C:6](=[O:26])[CH:7]([C:20]3[N:24]([CH3:25])[N:23]=[CH:22][N:21]=3)[CH:8]([C:13]3[CH:14]=[CH:15][C:16]([F:19])=[CH:17][CH:18]=3)[NH:9][C:10]=2[CH:11]=1. Reported procedure: To a stirred solution of methyl 7-fluoro-2-(4-fluorophenyl)-1-hydroxy-3-(1-methyl-1H-1,2,4-triazol-5-yl)-4-oxo-1,2,3,4-tetrahydroquinoline-5-carboxylate (10) (41.4 mg, 0.1 mmol) in methanol (5 mL) was added concentrated HCl solution (w/w 37%, 1 mL) and reductive powdered Fe (56 mg, 1 mmol). The reaction mixture was refluxed for 3 hours. After the disappearance of compound (10) as monitored by LC-MS, the reaction system was partitioned between ethyl acetate (20 mL) and water (20 mL) and then the ...